Task: describe an organic reaction: reactants, conditions, products, and yield. Dataset: the Open Reaction Database (ORD), a public repository of structured organic reaction records Reactants: CN(/C=C/C(=O)C=1C=C2OCCN3C=C(N=C3C2=CC1C)C1=NC=NN1C(C)C)C ((2E)-3-(dimethylamino)-1-{13-methyl-4-[1-(propan-2-yl)-1H-1,2,4-triazol-5-yl]-9-oxa-3,6-diazatricyclo[8.4.0.02,6]tetradeca-1(14),2,4,10,12-pentaen-12-yl}prop-2-en-1-one), Cl.N(N)C1CCN(CC1)C (4-hydrazinyl-1-methylpiperidine hydrochloride). The solvent is C(C)(=O)O (acetic acid). Run at temperature 100 celsius, time 1 hour. The product is C(C)(C)N1N=CN=C1C=1N=C2N(CCOC3=C2C=C(C(=C3)C3=CC=NN3C3CCN(CC3)C)C)C1 (2-(1-isopropyl-1H-1,2,4-triazol-5-yl)-10-methyl-9-(1-(1-methylpiperidin-4-yl)-1H-pyrazol-5-yl)-5,6-dihydrobenzo[f]imidazo[1,2-d][1,4]oxazepine). Yield: 26.5%. As a reaction SMILES: CN(C)/[CH:3]=[CH:4]/[C:5]([C:7]1[CH:8]=[C:9]2[C:18](=[CH:19][C:20]=1[CH3:21])[C:17]1[N:13]([CH:14]=[C:15]([C:22]3[N:26]([CH:27]([CH3:29])[CH3:28])[N:25]=[CH:24][N:23]=3)[N:16]=1)[CH2:12][CH2:11][O:10]2)=O.Cl.[NH:32]([CH:34]1[CH2:39][CH2:38][N:37]([CH3:40])[CH2:36][CH2:35]1)[NH2:33]>C(O)(=O)C>[CH:27]([N:26]1[C:22]([C:15]2[N:16]=[C:17]3[C:18]4[CH:19]=[C:20]([CH3:21])[C:7]([C:5]5[N:32]([CH:34]6[CH2:39][CH2:38][N:37]([CH3:40])[CH2:36][CH2:35]6)[N:33]=[CH:3][CH:4]=5)=[CH:8][C:9]=4[O:10][CH2:11][CH2:12][N:13]3[CH:14]=2)=[N:23][CH:24]=[N:25]1)([CH3:28])[CH3:29] |f:1.2|. Procedure: A mixture of (2E)-3-(dimethylamino)-1-{13-methyl-4-[1-(propan-2-yl)-1H-1,2,4-triazol-5-yl]-9-oxa-3,6-diazatricyclo[8.4.0.02,6]tetradeca-1(14),2,4,10,12-pentaen-12-yl}prop-2-en-1-one (110 mg, 0.30 mmol) and 4-hydrazinyl-1-methylpiperidine hydrochloride (42 mg, 0.24 mmol) in acetic acid (2.0 mL) was stirred at 100° C. for 1 hour under nitrogen atmosphere. After concentration, the residue was purified by preparative HPLC (Gilson GX 281, Shim-pack PRC-ODS 250 mm×20 mm×2, gradient: CH3CN/10 mm/L NH4H... The reactants are C(C)(=O)OCC (ethyl acetate), C(C)(C)(C)OC(=O)N1C[C@H](CCC1)NC(=O)C1=CN(C=C1NC(=O)N)C1=CC(=CC=C1)F ((S)-3-{[1-(3-fluorophenyl)-4-ureido-1H-pyrrole-3-carbonyl]-amino}-piperidine-1-carboxylic acid tert-butyl ester), C(CC)N (propylamine). Solvent: C(Cl)Cl (DCM). Product: N1C[C@H](CCC1)NC(=O)C1=CN(C=C1NC(=O)NCCC)C1=CC(=CC=C1)F (1-(3-Fluorophenyl)-4-(3-propyl-ureido)-1H-pyrrole-3-carboxylic acid (S)-piperidin-3-ylamide). The yield is 65.0%. RXN SMILES: C(OC([N:8]1[CH2:13][CH2:12][CH2:11][C@H:10]([NH:14][C:15]([C:17]2[C:21]([NH:22][C:23]([NH2:25])=[O:24])=[CH:20][N:19]([C:26]3[CH:31]=[CH:30][CH:29]=[C:28]([F:32])[CH:27]=3)[CH:18]=2)=[O:16])[CH2:9]1)=O)(C)(C)C.[CH2:33](N)[CH2:34][CH3:35].C(OCC)(=O)C>C(Cl)Cl>[NH:8]1[CH2:13][CH2:12][CH2:11][C@H:10]([NH:14][C:15]([C:17]2[C:21]([NH:22][C:23]([NH:25][CH2:33][CH2:34][CH3:35])=[O:24])=[CH:20][N:19]([C:26]3[CH:31]=[CH:30][CH:29]=[C:28]([F:32])[CH:27]=3)[CH:18]=2)=[O:16])[CH2:9]1. Procedure details: Following general method 6, employing (S)-3-{[1-(3-fluorophenyl)-4-ureido-1H-pyrrole-3-carbonyl]-amino}-piperidine-1-carboxylic acid tert-butyl ester and propylamine, afforded the crude desired product. Column chromatography (silica, 12 g column, ISCO, 0-50% ethyl acetate in DCM) afforded the title compound as glass (100 mg, 65%); LCMS (method B): RT=3.89 min, M+H+=488. The reactants are C(C1=CC=CC=C1)ON1[C@@H]2CC[C@H](N(C1=O)C2)C(=O)O ((2S,5R)-6-(Benzyloxy)-7-oxo-1,6-diazabicyclo[3.2.1]octane-2-carboxylic acid), O1C(=CC=C1)C(=O)NN (furan-2-carbohydrazide). Yields the product C(C1=CC=CC=C1)ON1[C@@H]2CC[C@H](N(C1=O)C2)C(=O)NNC(=O)C=2OC=CC2 ((2S,5R)-6-Benzyloxy-N′-(furan-2-ylcarbonyl)-7-oxo-1,6-diazabicyclo[3.2.1]octane-2-carbohydrazide). The yield is 37.9%. RXN SMILES: [CH2:1]([O:8][N:9]1[C:15](=[O:16])[N:14]2[CH2:17][C@H:10]1[CH2:11][CH2:12][C@H:13]2[C:18]([OH:20])=O)[C:2]1[CH:7]=[CH:6][CH:5]=[CH:4][CH:3]=1.[O:21]1[CH:25]=[CH:24][CH:23]=[C:22]1[C:26]([NH:28][NH2:29])=[O:27]>>[CH2:1]([O:8][N:9]1[C:15](=[O:16])[N:14]2[CH2:17][C@H:10]1[CH2:11][CH2:12][C@H:13]2[C:18]([NH:29][NH:28][C:26]([C:22]1[O:21][CH:25]=[CH:24][CH:23]=1)=[O:27])=[O:20])[C:2]1[CH:3]=[CH:4][CH:5]=[CH:6][CH:7]=1. Reported procedure: Following a procedure analogous to Example 27, from the carboxylic acid (6b, 552 mg, 2.00 mmol) of Example 9 or 16 and furan-2-carbohydrazide (390 mg, prepared following a procedure analogous to Reference Example 6 from the compound described in Reference Example 3), 291.8 mg of the title compound was afforded (yield 37.9%). Starting materials: COC1=C(C=C(C=C1)Cl)C1(NC(NC1=O)=O)CC(=O)OCC (4-(2'-methoxy-5'-chlorophenyl)-4-(carboethoxymethyl)imidazolidine 2,5-dione), I (hydriodic acid). Solvent: O (water). Product: ClC=1C=C2C(=CC1)OC(CC21NC(NC1=O)=O)=O (6-chlorospiro[chroman-4,4'-imidazolidine]2,2',5'-trione). Reaction SMILES: CO[C:3]1[CH:8]=[CH:7][C:6]([Cl:9])=[CH:5][C:4]=1[C:10]1([CH2:17][C:18]([O:20]CC)=[O:19])[C:14](=[O:15])[NH:13][C:12](=[O:16])[NH:11]1.I>O>[Cl:9][C:6]1[CH:5]=[C:4]2[C:10]3([C:14](=[O:15])[NH:13][C:12](=[O:16])[NH:11]3)[CH2:17][C:18](=[O:19])[O:20][C:3]2=[CH:8][CH:7]=1. Procedure details: A solution of 4.0 g. (0.0122 mole) of 4-(2'-methoxy-5'-chlorophenyl)-4-(carboethoxymethyl)imidazolidine 2,5-dione in 40 ml. of 58% hydriodic acid was heated to 115° C. for 4 hours. The reaction mixture was cooled, poured into water and extracted with ethyl acetate. The combined extracts were washed with a sodium bisulfite solution, water and brine, dried over magnesium sulfate and concentrated in vacuo to dryness. The residue was chromatographed using ethyl acetatehexane as the eluent (1:1; V:V)... Starting materials: O=C1OC(C2N1CCN(C2)C(=O)NC2=CC=CC=C2)(C2=CC=CC=C2)C2=CC=CC=C2 (tetrahydro-3-oxo-N,1,1-triphenyl-3H-oxazolo[3,4-a]pyrazine-7(1H)-carboxamide), [H-].[Na+] (sodium hydride), CI (methyl iodide). Run in O1CCCC1 (tetrahydrofuran). Reaction conditions: time 1 hour. The product is CN(C(=O)N1CC2N(CC1)C(OC2(C2=CC=CC=C2)C2=CC=CC=C2)=O)C2=CC=CC=C2 (Tetrahydro-N-methyl-3-oxo-N,1,1-triphenyl-3H-oxazolo[3,4-a]pyrazine-7(1H)-carboxamide). Yield: 46.8%. RXN SMILES: [O:1]=[C:2]1[N:6]2[CH2:7][CH2:8][N:9]([C:11]([NH:13][C:14]3[CH:19]=[CH:18][CH:17]=[CH:16][CH:15]=3)=[O:12])[CH2:10][CH:5]2[C:4]([C:26]2[CH:31]=[CH:30][CH:29]=[CH:28][CH:27]=2)([C:20]2[CH:25]=[CH:24][CH:23]=[CH:22][CH:21]=2)[O:3]1.[H-].[Na+].[CH3:34]I>O1CCCC1>[CH3:34][N:13]([C:14]1[CH:15]=[CH:16][CH:17]=[CH:18][CH:19]=1)[C:11]([N:9]1[CH2:8][CH2:7][N:6]2[C:2](=[O:1])[O:3][C:4]([C:20]3[CH:21]=[CH:22][CH:23]=[CH:24][CH:25]=3)([C:26]3[CH:31]=[CH:30][CH:29]=[CH:28][CH:27]=3)[CH:5]2[CH2:10]1)=[O:12] |f:1.2|. Procedure: To a solution of tetrahydro-3-oxo-N,1,1-triphenyl-3H-oxazolo[3,4-a]pyrazine-7(1H)-carboxamide (60 mg, 0.15 mmol) in tetrahydrofuran (2 mL) was added 60% sodium hydride (10 mg, 0.25 mmol), and the mixture was stirred at room temperature for 1 hour. Next, methyl iodide (0.15 g, 1.1 mmol) was added thereto, and the mixture was stirred at room temperature for 4 hours. The reaction solution was concentrated. Then, the residue was purified with silica gel column chromatography (hexane:ethyl acetate=1:...